Dataset: the Open Reaction Database (ORD), a public repository of structured organic reaction records. Task: describe an organic reaction: reactants, conditions, products, and yield Reactants: [OH-].[Na+] (sodium hydroxide), COC([C@H]1N(CCC1)C([C@H]1N(CCC1)C([C@@H](NP(=O)(CC1=CC=CC=C1)CC1=CC=CC=C1)CCSC)=O)=O)=O (Dibenzylphosphoryl-L-methionyl-L-prolyl-L-proline methylester), O (water). Run in CC(=O)C (acetone). Reaction conditions: time 4 hour. Yields the product C(C1=CC=CC=C1)P(=O)(CC1=CC=CC=C1)N[C@@H](CCSC)C(=O)N1[C@H](C(=O)N2[C@H](C(=O)O)CCC2)CCC1 (dibenzylphosphoryl-L-methionyl-L-prolyl-L-proline). Yield: 99.2%. RXN SMILES: C[O:2][C:3](=[O:40])[C@@H:4]1[CH2:8][CH2:7][CH2:6][N:5]1[C:9](=[O:39])[C@@H:10]1[CH2:14][CH2:13][CH2:12][N:11]1[C:15](=[O:38])[C@H:16]([CH2:34][CH2:35][S:36][CH3:37])[NH:17][P:18]([CH2:27][C:28]1[CH:33]=[CH:32][CH:31]=[CH:30][CH:29]=1)([CH2:20][C:21]1[CH:26]=[CH:25][CH:24]=[CH:23][CH:22]=1)=[O:19].[OH-].[Na+].O>CC(C)=O>[CH2:20]([P:18]([NH:17][C@H:16]([C:15]([N:11]1[CH2:12][CH2:13][CH2:14][C@H:10]1[C:9]([N:5]1[CH2:6][CH2:7][CH2:8][C@H:4]1[C:3]([OH:40])=[O:2])=[O:39])=[O:38])[CH2:34][CH2:35][S:36][CH3:37])([CH2:27][C:28]1[CH:33]=[CH:32][CH:31]=[CH:30][CH:29]=1)=[O:19])[C:21]1[CH:22]=[CH:23][CH:24]=[CH:25][CH:26]=1 |f:1.2|. Procedure: Dibenzylphosphoryl-L-methionyl-L-prolyl-L-proline methylester (1.87 g, 3.0 m mole) was dissolved in acetone (18 ml), and 1N sodium hydroxide (4.5 ml) was added thereto under cooling and the mixture was stirred for 4 hours. To the solution, water (100 ml) was added, and the solution was washed with diethyl ether. Ethyl acetate (200 ml) was added thereto and the mixture was adjusted to pH 2 with 1N hydrochloric acid while stirring strongly. The ethyl acetate phase was separated and this phase was ... Starting materials: O=C(O)c1c(F)c(O)c(F)c(F)c1C(=O)O, O. Yields the product O=C(O)c1cc(F)c(F)c(O)c1F. RXN SMILES: [F:1][c:2]1[c:3]([C:14](=[O:15])[OH:16])[c:4]([C:5]([OH:6])=[O:7])[c:8]([F:13])[c:9]([F:12])[c:10]1[OH:11].[OH2:17]>>[F:1][c:2]1[c:3]([C:14](=[O:15])[OH:16])[cH:4][c:8]([F:13])[c:9]([F:12])[c:10]1[OH:11]. Starting materials: C(C)OC(CC1=CC(=C(C=C1)Cl)OC1=C(C=C(C=C1)Br)CBr)=O ([3-(4-bromo-2-bromomethyl-phenoxy)-4-chloro-phenyl]-acetic acid ethyl ester), C[C@H]1NC(O[C@H]1C1=CC=CC=C1)=O ((4R,5S)-4-methyl-5-phenyl-2-oxazolidinone). Product: C(C)OC(CC1=CC(=C(C=C1)Cl)OC1=C(C=C(C=C1)Br)CN1C(O[C@H]([C@H]1C)C1=CC=CC=C1)=O)=O ({3-[4-Bromo-2-((4R,5S)-4-methyl-2-oxo-5-phenyl-oxazolidin-3-ylmethyl)-phenoxy]-4-chloro-phenyl}-acetic acid ethyl ester). Reaction SMILES: [CH2:1]([O:3][C:4](=[O:23])[CH2:5][C:6]1[CH:11]=[CH:10][C:9]([Cl:12])=[C:8]([O:13][C:14]2[CH:19]=[CH:18][C:17]([Br:20])=[CH:16][C:15]=2[CH2:21]Br)[CH:7]=1)[CH3:2].[CH3:24][C@@H:25]1[C@H:29]([C:30]2[CH:35]=[CH:34][CH:33]=[CH:32][CH:31]=2)[O:28][C:27](=[O:36])[NH:26]1>>[CH2:1]([O:3][C:4](=[O:23])[CH2:5][C:6]1[CH:11]=[CH:10][C:9]([Cl:12])=[C:8]([O:13][C:14]2[CH:19]=[CH:18][C:17]([Br:20])=[CH:16][C:15]=2[CH2:21][N:26]2[C@H:25]([CH3:24])[C@H:29]([C:30]3[CH:35]=[CH:34][CH:33]=[CH:32][CH:31]=3)[O:28][C:27]2=[O:36])[CH:7]=1)[CH3:2]. Reported procedure: Prepared according to the procedure described in Example 24, Step 7, using the following starting materials: [3-(4-bromo-2-bromomethyl-phenoxy)-4-chloro-phenyl]-acetic acid ethyl ester and (4R,5S)-4-methyl-5-phenyl-2-oxazolidinone. Starting materials: aqueous solution, [OH-].[Na+] (sodium hydroxide), OC1=C(C(=O)NC2=C(C(=O)OC)C=CC(=C2)C2=CC=CC=C2)C=C(C=C1)C1CCN(CC1)CCO (methyl 2-(2-hydroxy-5-(1-(2-hydroxyethyl)piperidin-4-yl)benzamido)-4-phenylbenzoate), Cl (hydrochloric acid). Solvent: CO (Methanol). Reaction conditions: temperature 50 celsius, time 2 hour. Product: OC1=C(C(=O)NC2=C(C(=O)O)C=CC(=C2)C2=CC=CC=C2)C=C(C=C1)C1CCN(CC1)CCO (2-(2-hydroxy-5-(1-(2-hydroxyethyl)piperidin-4-yl)benzamido)-4-phenylbenzoic acid). Isolated yield 88.3%. RXN SMILES: [OH-].[Na+].[OH:3][C:4]1[CH:28]=[CH:27][C:26]([CH:29]2[CH2:34][CH2:33][N:32]([CH2:35][CH2:36][OH:37])[CH2:31][CH2:30]2)=[CH:25][C:5]=1[C:6]([NH:8][C:9]1[CH:18]=[C:17]([C:19]2[CH:24]=[CH:23][CH:22]=[CH:21][CH:20]=2)[CH:16]=[CH:15][C:10]=1[C:11]([O:13]C)=[O:12])=[O:7].Cl>CO>[OH:3][C:4]1[CH:28]=[CH:27][C:26]([CH:29]2[CH2:30][CH2:31][N:32]([CH2:35][CH2:36][OH:37])[CH2:33][CH2:34]2)=[CH:25][C:5]=1[C:6]([NH:8][C:9]1[CH:18]=[C:17]([C:19]2[CH:20]=[CH:21][CH:22]=[CH:23][CH:24]=2)[CH:16]=[CH:15][C:10]=1[C:11]([OH:13])=[O:12])=[O:7] |f:0.1|. Reported procedure: Methanol (1.0 mL) and a 2.0 mol/L aqueous solution of sodium hydroxide (0.37 mL) were added to the obtained methyl 2-(2-hydroxy-5-(1-(2-hydroxyethyl)piperidin-4-yl)benzamido)-4-phenylbenzoate (0.035 g), followed by stirring at 50° C. for 2 hours. After cooling the reaction mixture to room temperature and adjusting the pH to 6.0 with 2.0 mol/L hydrochloric acid, the solid substance was collected by filtration to obtain 0.030 g of 2-(2-hydroxy-5-(1-(2-hydroxyethyl)piperidin-4-yl)benzamido)-4-pheny... Reactants: O1CCOC2=C1C=CC(=C2)CN(C(OC(C)(C)C)=O)C2CCN(CC2)CCN2C(C=CC1=C(C=CC=C21)[N+](=O)[O-])=O (tert-butyl (2,3-dihydro-1,4-benzodioxin-6-ylmethyl)(1-(2-(5-nitro-2-oxoquinolin-1(2H)-yl)ethyl)piperidin-4-yl)carbamate), Cl.O1CCOCC1 (hydrogen chloride 1,4-dioxane). Run in O1CCOCC1 (1,4-dioxane). Run at time 8 hour. The product is Cl.O1CCOC2=C1C=CC(=C2)CNC2CCN(CC2)CCN2C(C=CC1=C(C=CC=C21)[N+](=O)[O-])=O (1-(2-(4-((2,3-dihydro-1,4-benzodioxin-6-ylmethyl)amino)piperidin-1-yl)ethyl)-5-nitroquinolin-2(1H)-one hydrochloride). Reaction SMILES: [O:1]1[C:6]2[CH:7]=[CH:8][C:9]([CH2:11][N:12]([CH:20]3[CH2:25][CH2:24][N:23]([CH2:26][CH2:27][N:28]4[C:37]5[C:32](=[C:33]([N+:38]([O-:40])=[O:39])[CH:34]=[CH:35][CH:36]=5)[CH:31]=[CH:30][C:29]4=[O:41])[CH2:22][CH2:21]3)C(=O)OC(C)(C)C)=[CH:10][C:5]=2[O:4][CH2:3][CH2:2]1.[ClH:42].O1CCOCC1>O1CCOCC1>[ClH:42].[O:1]1[C:6]2[CH:7]=[CH:8][C:9]([CH2:11][NH:12][CH:20]3[CH2:21][CH2:22][N:23]([CH2:26][CH2:27][N:28]4[C:37]5[C:32](=[C:33]([N+:38]([O-:40])=[O:39])[CH:34]=[CH:35][CH:36]=5)[CH:31]=[CH:30][C:29]4=[O:41])[CH2:24][CH2:25]3)=[CH:10][C:5]=2[O:4][CH2:3][CH2:2]1 |f:1.2,4.5|. Reported procedure: To 80 mg of tert-butyl (2,3-dihydro-1,4-benzodioxin-6-ylmethyl)(1-(2-(5-nitro-2-oxoquinolin-1(2H)-yl)ethyl)piperidin-4-yl)carbamate, 3 mL of 1,4-dioxane and 1 mL of 4.0 mol/L hydrogen chloride/1,4-dioxane were added, and stirred at room temperature overnight. The resulting solid was filtered to give 23 mg of 1-(2-(4-((2,3-dihydro-1,4-benzodioxin-6-ylmethyl)amino)piperidin-1-yl)ethyl)-5-nitroquinolin-2(1H)-one hydrochloride as a yellow solid. The product is COC(=O)C(C)(C)NC(=O)c1ccc2ccccc2c1C#Cc1ccccc1. RXN SMILES: [CH3:1][O:2][C:3]([C:4]([CH3:5])([CH3:6])[NH:7][C:8](=[O:9])[c:10]1[c:11]([Br:20])[c:12]2[cH:13][cH:14][cH:15][cH:16][c:17]2[cH:18][cH:19]1)=[O:21].[CH3:22][N:23]([CH3:24])[CH2:25][CH2:26][N:27]([CH3:28])[CH3:29].[O:38]=[CH:39][N:40]([CH3:41])[CH3:42].[c:30]1([C:36]#[CH:37])[cH:31][cH:32][cH:33][cH:34][cH:35]1>>[CH3:1][O:2][C:3]([C:4]([CH3:5])([CH3:6])[NH:7][C:8](=[O:9])[c:10]1[c:11]([C:37]#[C:36][c:30]2[cH:31][cH:32][cH:33][cH:34][cH:35]2)[c:12]2[cH:13][cH:14][cH:15][cH:16][c:17]2[cH:18][cH:19]1)=[O:21]. Reactants: COC(=O)C(C)(C)NC(=O)c1ccc2ccccc2c1Br, CN(C)CCN(C)C, CN(C)C=O, C#Cc1ccccc1. Starting materials: NC1=C(C(=O)N)C=C(C=C1)Cl (2-Amino-5-chlorobenzamide), [OH-].[Na+] (NaOH), CC(=O)O (HOAc), solution, [O-]C#N.[Na+] (sodium cyanate). Run in O (H2O). Conditions: temperature 35 celsius, time 1 hour. Product: ClC=1C=C2C(=NC(=NC2=CC1)O)O (6-Chloro-quinazoline-2,4-diol). As a reaction SMILES: [NH2:1][C:2]1[CH:10]=[CH:9][C:8]([Cl:11])=[CH:7][C:3]=1[C:4]([NH2:6])=[O:5].C[C:13](O)=[O:14].[O-]C#N.[Na+].[OH-].[Na+]>O>[Cl:11][C:8]1[CH:7]=[C:3]2[C:2](=[CH:10][CH:9]=1)[N:1]=[C:13]([OH:14])[N:6]=[C:4]2[OH:5] |f:2.3,4.5|. Reported procedure: 2-Amino-5-chlorobenzamide (Avocado) (3.00 g, 17.5 mmol, 1.0 eq.) was suspended in 105 mL of H2O and 1.75 mL of HOAc at rt. A 12 mL solution of H20 and sodium cyanate (2.80 g, 43.0 mmol, 2.46 eq.) was then added slowly. Stirred at 35° C. for 1 hour. Added 31.26 mL of 1.0 N NaOH slowly. Solids precipitated. Cooled to 0C. Carefully added conc. HCl to pH=3. Filtered solids. Solids were then stirred in diethyl ether then refiltered and pumped under high vacuum to give 3.36 grams of tan solids as prod... The reactants are CC1=C(N)C(=CC=C1)C (2,6-Dimethylaniline), ClCC1OCCCO1 (2-chloromethyl-1,3-dioxane), C([O-])([O-])=O.[K+].[K+] (potassium carbonate). The solvent is CN(C=O)C (dimethyl formamide). Yields the product O1C(OCCC1)CNC1=C(C=CC=C1C)C (N-(1,3-dioxan-2-ylmethyl)-2,6-dimethylaniline). RXN SMILES: [CH3:1][C:2]1[CH:8]=[CH:7][CH:6]=[C:5]([CH3:9])[C:3]=1[NH2:4].Cl[CH2:11][CH:12]1[O:17][CH2:16][CH2:15][CH2:14][O:13]1.C(=O)([O-])[O-].[K+].[K+]>CN(C)C=O>[O:13]1[CH2:14][CH2:15][CH2:16][O:17][CH:12]1[CH2:11][NH:4][C:3]1[C:5]([CH3:9])=[CH:6][CH:7]=[CH:8][C:2]=1[CH3:1] |f:2.3.4|. Procedure details: 2,6-Dimethylaniline (75 grams), 2-chloromethyl-1,3-dioxane prepared in Example 1 (35 grams), potassium carbonate (30 grams) and dimethyl formamide (50 ml) were charged into a glass reaction vessel equipped with a mechanical stirrer, thermometer and reflux condenser. The reaction mixture was then heated at reflux for a period of about 16 hours. After this time the reaction mixture was filtered and the filtrate was distilled to yield the desired product N-(1,3-dioxan-2-ylmethyl)-2,6-dimethylanilin... Starting materials: solution, C[Si]([N-][Si](C)(C)C)(C)C.[Li+] (lithium hexamethyldisilazide), FC(C(CC(=O)OCC)C)(F)F (ethyl 4,4,4-trifluoro-3-methyl-butanoate), BrC1=CC=C(C=C1)C (4-bromotoluene), C1(CCCCC1)P(C1=C(C=CC=C1)C1=C(C=CC=C1)N(C)C)C1CCCCC1 (2-di-cyclohexylphosphino-2′-(N,N-dimethylamino)biphenyl). RXN SMILES: C1(P(C2CCCCC2)[C:8]2[CH:13]=[CH:12][CH:11]=[CH:10][C:9]=2[C:14]2C=CC=CC=2N(C)C)CCCCC1.C[Si](C)(C)[N-][Si](C)(C)C.[Li+].[F:39][C:40]([F:50])([F:49])[CH:41]([CH3:48])[CH2:42][C:43]([O:45][CH2:46][CH3:47])=[O:44].BrC1C=CC(C)=CC=1>C1(C)C=CC=CC=1.C1COCC1.C([O-])(=O)C.[Pd+2].C([O-])(=O)C.C1CCCCC1.ClCCl>[F:39][C:40]([F:49])([F:50])[CH:41]([CH3:48])[CH:42]([C:12]1[CH:11]=[CH:10][C:9]([CH3:14])=[CH:8][CH:13]=1)[C:43]([O:45][CH2:46][CH3:47])=[O:44] |f:1.2,7.8.9,10.11|. Procedure: Under argon, 196.9 mg (0.88 mmol) of palladium(II) acetate and 724.8 mg (1.84 mmol) of 2-di-cyclohexylphosphino-2′-(N,N-dimethylamino)biphenyl were initially charged in 50 ml of anhydrous toluene. 43.8 ml (43.8 mmol) of a 1 M solution of lithium hexamethyldisilazide in THF were then added slowly, and the reaction solution was stirred at room temperature for 10 min. The reaction solution was then cooled to −10° C., 7 g (38.0 mmol) of ethyl 4,4,4-trifluoro-3-methyl-butanoate were added slowly and ... Product: FC(C(C(C(=O)OCC)C1=CC=C(C=C1)C)C)(F)F (Ethyl 4,4,4-trifluoro-3-methyl-2-(4-methylphenyl)butanoate). Reaction conditions: time 10 minute. The reagents and catalysts are C(C)(=O)[O-].[Pd+2].C(C)(=O)[O-] (palladium(II) acetate). Solvent: C1CCOC1 (THF), C1CCCCC1.ClCCl (cyclohexane dichloromethane), C1(=CC=CC=C1)C (toluene), C1(=CC=CC=C1)C (toluene). Reported procedure: This compound was synthesized from 2-bromo-1-cyclohexylethanone and 2-cyanothioacetamide as described in example 1 step 1 (0.4 g, yield 80%). 1H NMR (300 MHz, CDCl3) δ 6.88 (s, 1H), 4.11 (s, 2H), 2.74 (m, 1H), 2.06-2.04 (m, 2H), 1.84-1.72 (m, 4H), 1.44-1.31 (m, 4H). MS (ESI) m/z: Calculated for C11H14N2S: 206.09. found: 207.2 (M+H)+. Reaction SMILES: Br[CH2:2][C:3]([CH:5]1[CH2:10][CH2:9][CH2:8][CH2:7][CH2:6]1)=O.[C:11]([CH2:13][C:14]([NH2:16])=[S:15])#[N:12]>>[CH:5]1([C:3]2[N:16]=[C:14]([CH2:13][C:11]#[N:12])[S:15][CH:2]=2)[CH2:10][CH2:9][CH2:8][CH2:7][CH2:6]1. Product: C1(CCCCC1)C=1N=C(SC1)CC#N (2-(4-Cyclohexylthiazol-2-yl)acetonitrile). Yield: 80.0%. Starting materials: BrCC(=O)C1CCCCC1 (2-bromo-1-cyclohexylethanone), C(#N)CC(=S)N (2-cyanothioacetamide).